From a dataset of the Open Reaction Database (ORD), a public repository of structured organic reaction records. describe an organic reaction: reactants, conditions, products, and yield The reactants are Cl.CS(=O)(=O)N1CCC(CC1)[C@H]1C[C@H](NC1)C=1NC(=CN1)C1=CC=C(C=C1)NC(OC)=O (methyl [4-(2-{(2S,4R)-4-[1-(methylsulfonyl)-4-piperidinyl]-2-pyrrolidinyl}-1H-imidazol-5-yl)phenyl]carbamate hydrochloride), CC(C)(C)OC(=O)NC(NC1=CC=C(C(=O)O)C=C1)=NC(=O)OC(C)(C)C (4-(N′,N″-bis{[(2-methyl-2-propanyl)oxy]carbonyl}carbamimidamido)benzoic acid). Yields the product CC(C)(C)OC(=O)NC(NC1=CC=C(C(=O)N2[C@H](C[C@H](C2)C2CCN(CC2)S(=O)(=O)C)C=2NC(=CN2)C2=CC=C(C=C2)NC(OC)=O)C=C1)=NC(=O)OC(C)(C)C (methyl [4-(2-{(2R,4S)-1-[4-(N′,N″-bis{[(2-methyl-2-propanyl)oxy]carbonyl}carbamimidamido)benzoyl]-4-[1-(methylsulfonyl)-4-piperidinyl]-2-pyrrolidinyl}-1H-imidazol-5-yl)phenyl]carbamate). Reaction SMILES: Cl.[CH3:2][S:3]([N:6]1[CH2:11][CH2:10][CH:9]([C@@H:12]2[CH2:16][NH:15][C@H:14]([C:17]3[NH:18][C:19]([C:22]4[CH:27]=[CH:26][C:25]([NH:28][C:29](=[O:32])[O:30][CH3:31])=[CH:24][CH:23]=4)=[CH:20][N:21]=3)[CH2:13]2)[CH2:8][CH2:7]1)(=[O:5])=[O:4].[CH3:33][C:34]([O:37][C:38]([NH:40][C:41](=[N:52][C:53]([O:55][C:56]([CH3:59])([CH3:58])[CH3:57])=[O:54])[NH:42][C:43]1[CH:51]=[CH:50][C:46]([C:47](O)=[O:48])=[CH:45][CH:44]=1)=[O:39])([CH3:36])[CH3:35]>>[CH3:59][C:56]([O:55][C:53]([NH:52][C:41](=[N:40][C:38]([O:37][C:34]([CH3:36])([CH3:35])[CH3:33])=[O:39])[NH:42][C:43]1[CH:51]=[CH:50][C:46]([C:47]([N:15]2[CH2:16][C@H:12]([CH:9]3[CH2:8][CH2:7][N:6]([S:3]([CH3:2])(=[O:4])=[O:5])[CH2:11][CH2:10]3)[CH2:13][C@@H:14]2[C:17]2[NH:18][C:19]([C:22]3[CH:23]=[CH:24][C:25]([NH:28][C:29](=[O:32])[O:30][CH3:31])=[CH:26][CH:27]=3)=[CH:20][N:21]=2)=[O:48])=[CH:45][CH:44]=1)=[O:54])([CH3:57])[CH3:58] |f:0.1|. Procedure details: The compound prepared in Example 66 was treated with the compound prepared in Example 10 following the procedure described in Example 8 to give the title compound as a light brown solid. Reactants: C(#N)C1=NC=CC2=CC=CC(=C12)N1C=CC=C1 (1-cyano-8-(pyrrol-1-yl)isoquinoline), Cl (hydrogen chloride), needles. The solvent is C(C)OCC (diethyl ether), C(Cl)(Cl)Cl (chloroform). Yields the product N=C1C2=CC=CN2C=2C=CC=C3C=CN=C1C23 (7-imino-7H-indolizino[5,6,7-ij]isoquinoline). Yield: 80.1%. RXN SMILES: [C:1]([C:3]1[C:12]2[C:7](=[CH:8][CH:9]=[CH:10][C:11]=2[N:13]2[CH:17]=[CH:16][CH:15]=[CH:14]2)[CH:6]=[CH:5][N:4]=1)#[N:2].Cl>C(OCC)C.C(Cl)(Cl)Cl>[NH:2]=[C:1]1[C:3]2[C:12]3[C:7]([CH:6]=[CH:5][N:4]=2)=[CH:8][CH:9]=[CH:10][C:11]=3[N:13]2[C:17]1=[CH:16][CH:15]=[CH:14]2. Procedure details: A solution of 1-cyano-8-(pyrrol-1-yl)isoquinoline (279 g.) in diethyl ether (7 liters) and pure chloroform (7 liters) saturated with anhydrous hydrogen chloride is kept at a temperature of between 0° and 5° C. for 72 hours. After extraction with ice-water (15 liters) followed by alkalinisation of the blood red acid solution thus obtained, 7-imino-7H-indolizino[5,6,7-ij]isoquinoline (223.4 g.) is obtained in the form of green-yellow needles melting at 201° C. with decomposition. Reactants: FC(F)c1ccc(CBr)cc1, O=C([O-])[O-], CN(C)C=O, O=C1NCCCCC1NS(=O)(=O)c1ccc(Cl)cc1, [I-], [K+], [K+], [K+]. Yields the product O=C1NCCCCC1N(Cc1ccc(C(F)F)cc1)S(=O)(=O)c1ccc(Cl)cc1. Reaction SMILES: [Br:20][CH2:21][c:22]1[cH:23][cH:24][c:25]([CH:28]([F:29])[F:30])[cH:26][cH:27]1.[C:31](=[O:32])([O-:33])[O-:34].[CH3:39][N:40]([CH3:41])[CH:42]=[O:43].[Cl:1][c:2]1[cH:3][cH:4][c:5]([S:8](=[O:9])(=[O:10])[NH:11][CH:12]2[C:13](=[O:19])[NH:14][CH2:15][CH2:16][CH2:17][CH2:18]2)[cH:6][cH:7]1.[I-:38].[K+:35].[K+:36].[K+:37]>>[Cl:1][c:2]1[cH:3][cH:4][c:5]([S:8](=[O:9])(=[O:10])[N:11]([CH:12]2[C:13](=[O:19])[NH:14][CH2:15][CH2:16][CH2:17][CH2:18]2)[CH2:21][c:22]2[cH:23][cH:24][c:25]([CH:28]([F:29])[F:30])[cH:26][cH:27]2)[cH:6][cH:7]1. Reactants: [Al+3].[Cl-].[Cl-].[Cl-] (AlCl3), C(CCCCC)C1=CC=CC=C1 (4-hexylbenzene), BrC1=CC=C(C=C1)CC(=O)Cl ((4-bromo-phenyl)-acetyl chloride). Solvent: Cl (HCl). Reaction conditions: time 3 hour. Product: BrC1=CC=C(C=C1)CC(=O)C1=CC=C(C=C1)CCCCCC (2-(4-bromo-phenyl)-1-(4-hexyl-phenyl)-ethanone). Isolated yield 78.6%. Reaction SMILES: [Al+3].[Cl-].[Cl-].[Cl-].[CH2:5]([C:11]1[CH:16]=[CH:15][CH:14]=[CH:13][CH:12]=1)[CH2:6][CH2:7][CH2:8][CH2:9][CH3:10].[Br:17][C:18]1[CH:23]=[CH:22][C:21]([CH2:24][C:25](Cl)=[O:26])=[CH:20][CH:19]=1>Cl>[Br:17][C:18]1[CH:23]=[CH:22][C:21]([CH2:24][C:25]([C:14]2[CH:13]=[CH:12][C:11]([CH2:5][CH2:6][CH2:7][CH2:8][CH2:9][CH3:10])=[CH:16][CH:15]=2)=[O:26])=[CH:20][CH:19]=1 |f:0.1.2.3|. Reported procedure: To a 2 L three-necked flask, set up with a mechanical stirring, containing AlCl3 (85.661 g; 642.42 mmol) under N2, 4-hexylbenzene (IVb) (104.25 g; 642.42 mmnol) was added in one portion at room temperature. To this resulting orange suspension (4-bromo-phenyl)-acetyl chloride (IIIa) (125.000 g; 535.35 mmol) was added drop wise during 45 minutes without cooling. Then reaction mixture was stirred for 3 h until temperature cooled down to room temperature, time when no more foaming was observed. The ... Starting materials: NC1[C@@H]2N(C(=CCS2)C(=O)OCC2=CC=C(C=C2)[N+](=O)[O-])C1=O (4-Nitrobenzyl 7-amino-3-cephem-4-carboxylate), FC(S(=O)(=O)OS(=O)(=O)C(F)(F)F)(F)F (trifluoromethanesulfonic anhydride), Cl (hydrochloric acid). Run in C(C)N(CC)CC (triethylamine). Yields the product O=C1[C@@H]2N(C(=CCS2)C(=O)OCC2=CC=C(C=C2)[N+](=O)[O-])C1=O (4-nitrobenzyl 7-oxo-3-cephem-4-carboxylate). As a reaction SMILES: N[CH:2]1[C:22](=[O:23])[N:4]2[C:5]([C:9]([O:11][CH2:12][C:13]3[CH:18]=[CH:17][C:16]([N+:19]([O-:21])=[O:20])=[CH:15][CH:14]=3)=[O:10])=[CH:6][CH2:7][S:8][C@H:3]12.FC(F)(F)S(OS(C(F)(F)F)(=O)=O)(=O)=[O:27].Cl>C(N(CC)CC)C>[O:27]=[C:2]1[C:22](=[O:23])[N:4]2[C:5]([C:9]([O:11][CH2:12][C:13]3[CH:18]=[CH:17][C:16]([N+:19]([O-:21])=[O:20])=[CH:15][CH:14]=3)=[O:10])=[CH:6][CH2:7][S:8][C@H:3]12. Procedure: 4-Nitrobenzyl 7-amino-3-cephem-4-carboxylate, trifluoromethanesulfonic anhydride, triethylamine and hydrochloric acid were reacted in the same manners as those of Examples 1-4 to give 4-nitrobenzyl 7-oxo-3-cephem-4-carboxylate. Mp. 141°-142° C. (dec.). Starting materials: C(C)C1C(CC(C(C(OC(C2CCCCN2C(C(C2(C(CC(C(C(CC(CC(=C1)C)C)OC)O2)OC)C)O)=O)=O)=O)C(=CC2CC(C(CC2)OCCOCC2=CC=CC=C2)OC)C)C)O[Si](C)(C)C(C)(C)C)=O (17-ethyl-1-hydroxy-14-(tert-butyldimethylsiloxy)-12-[2'-(4"-(2"'-benzyloxyethoxy)-3"-methoxycyclohexyl)-1'-methylvinyl]-23,25-dimethoxy-13,19,21,27-tetramethyl-11,28-dioxa-4-azatricyclo[22.3.1.04,9 ]octacos-18-ene-2,3,10,16-tetraone). The solvent is C(C)#N (acetonitrile), C(C)#N (acetonitrile), C(C)(=O)OCC (ethyl acetate). Reaction conditions: time 2.5 hour. Yields the product C(C)C1C(CC(C(C(OC(C2CCCCN2C(C(C2(C(CC(C(C(CC(CC(=C1)C)C)OC)O2)OC)C)O)=O)=O)=O)C(=CC2CC(C(CC2)OCCOCC2=CC=CC=C2)OC)C)C)O)=O (17-Ethyl-1,14-dihydroxy-12-[2'-(4"-(2"'-benzyloxyethoxy)-3"-methoxycyclohexyl)-1'-methyl-vinyl]-23,25-dimethoxy-13,19,21,27-tetra-methyl-11,28-dioxa-4-azatricyclo[22.3.1.04,9 ]octacos-18-ene-2,3,10,16-tetraone). Isolated yield 44.9%. RXN SMILES: [CH2:1]([CH:3]1[CH:29]=[C:28]([CH3:30])[CH2:27][CH:26]([CH3:31])[CH2:25][CH:24]([O:32][CH3:33])[CH:23]2[O:34][C:19]([OH:38])([CH:20]([CH3:37])[CH2:21][CH:22]2[O:35][CH3:36])[C:18](=[O:39])[C:17](=[O:40])[N:16]2[CH:11]([CH2:12][CH2:13][CH2:14][CH2:15]2)[C:10](=[O:41])[O:9][CH:8]([C:42]([CH3:63])=[CH:43][CH:44]2[CH2:49][CH2:48][CH:47]([O:50][CH2:51][CH2:52][O:53][CH2:54][C:55]3[CH:60]=[CH:59][CH:58]=[CH:57][CH:56]=3)[CH:46]([O:61][CH3:62])[CH2:45]2)[CH:7]([CH3:64])[CH:6]([O:65][Si](C(C)(C)C)(C)C)[CH2:5][C:4]1=[O:73])[CH3:2]>C(#N)C.C(OCC)(=O)C>[CH2:1]([CH:3]1[CH:29]=[C:28]([CH3:30])[CH2:27][CH:26]([CH3:31])[CH2:25][CH:24]([O:32][CH3:33])[CH:23]2[O:34][C:19]([OH:38])([CH:20]([CH3:37])[CH2:21][CH:22]2[O:35][CH3:36])[C:18](=[O:39])[C:17](=[O:40])[N:16]2[CH:11]([CH2:12][CH2:13][CH2:14][CH2:15]2)[C:10](=[O:41])[O:9][CH:8]([C:42]([CH3:63])=[CH:43][CH:44]2[CH2:49][CH2:48][CH:47]([O:50][CH2:51][CH2:52][O:53][CH2:54][C:55]3[CH:56]=[CH:57][CH:58]=[CH:59][CH:60]=3)[CH:46]([O:61][CH3:62])[CH2:45]2)[CH:7]([CH3:64])[CH:6]([OH:65])[CH2:5][C:4]1=[O:73])[CH3:2]. Procedure details: To a solution of 17-ethyl-1-hydroxy-14-(tert-butyldimethylsiloxy)-12-[2'-(4"-(2"'-benzyloxyethoxy)-3"-methoxycyclohexyl)-1'-methylvinyl]-23,25-dimethoxy-13,19,21,27-tetramethyl-11,28-dioxa-4-azatricyclo[22.3.1.04,9 ]octacos-18-ene-2,3,10,16-tetraone(10 mg) in acetonitrile (500 μl) was added a solution of 2% HF in aqueous acetonitrile (200 μl), and the mixture stirred at room temperature. After 2.5 hours, the solution was diluted with ethyl acetate, extracted with saturated sodium bicarbonate sol...